This data is from the Open Reaction Database (ORD), a public repository of structured organic reaction records. The task is: describe an organic reaction: reactants, conditions, products, and yield The reactants are C(C)(C)(C)C1=C(C=CC=C1)O (2-tert-butyl phenol), C[Mg]Br (methylmagnesium bromide), solvent, C=O (paraformaldehyde), Cl (hydrochloric acid). The solvent is O1CCCC1 (tetrahydrofuran), C(C)OCC (diethyl ether), C(C)N(CC)CC (triethylamine), C1(=CC=CC=C1)C (toluene). Run at time 2 hour. Product: C(C)(C)(C)C1=C(C(C=O)=CC=C1)O (3-tert-butyl salicylaldehyde). Yield: 88.0%. Reaction SMILES: [C:1]([C:5]1[CH:10]=[CH:9][CH:8]=[CH:7][C:6]=1[OH:11])([CH3:4])([CH3:3])[CH3:2].C[Mg]Br.[CH2:15]=[O:16].Cl>O1CCCC1.C(OCC)C.C(N(CC)CC)C.C1(C)C=CC=CC=1>[C:1]([C:5]1[CH:10]=[CH:9][CH:8]=[C:7]([CH:15]=[O:16])[C:6]=1[OH:11])([CH3:4])([CH3:2])[CH3:3]. Procedure: To 50 mmol of 2-tert-butyl phenol in 40 ml of tetrahydrofuran was added dropwise a 3-molar methylmagnesium bromide solution (18.5 ml; 55.5 mmol) in diethyl ether. After two hours of stirring at room temperature, gas evolution ceased. About 90% of the solvent were removed in vacuo and toluene (100 ml), triethylamine (10 ml), and paraformaldehyde (3.75 g; 125 mmol) were added. The mixture was heated to 88° C. and held at this temperature for two hours. After cooling down to room temperature, the y... The reactants are O=C([O-])[O-], CN(C)C=O, Fc1ccccc1CBr, [I-], [K+], [K+], [K+], O=[N+]([O-])c1ccccc1Oc1ccc(O)cc1, O. The product is O=[N+]([O-])c1ccccc1Oc1ccc(OCc2ccccc2F)cc1. RXN SMILES: [C:29](=[O:30])([O-:31])[O-:32].[CH3:35][N:36]([CH3:37])[CH:38]=[O:39].[F:18][c:19]1[c:20]([CH2:21][Br:22])[cH:23][cH:24][cH:25][cH:26]1.[I-:28].[K+:27].[K+:33].[K+:34].[N+:1](=[O:2])([O-:3])[c:4]1[c:5]([O:6][c:7]2[cH:8][cH:9][c:10]([OH:13])[cH:11][cH:12]2)[cH:14][cH:15][cH:16][cH:17]1.[OH2:40]>>[N+:1](=[O:2])([O-:3])[c:4]1[c:5]([O:6][c:7]2[cH:8][cH:9][c:10]([O:13][CH2:21][c:20]3[c:19]([F:18])[cH:26][cH:25][cH:24][cH:23]3)[cH:11][cH:12]2)[cH:14][cH:15][cH:16][cH:17]1. Reactants: CCOC(=O)C (EtOAc), Cl.Cl.N1(CCNCCC1)C=1C=C(C=C2C=CC=NC12)CC (8-[1,4]-diazepan-1-yl-6-ethylquinoline dihydrochloride), ClCC=1N=C(SC1)C1=CC=CC=C1 (4-chloromethyl-2-phenylthiazole), C(=O)([O-])[O-].[Cs+].[Cs+] (Cs2CO3). Run in CN(C)C=O (DMF). Run at temperature 60 celsius. Product: C(C)C=1C=C2C=CC=NC2=C(C1)N1CCN(CCC1)CC=1N=C(SC1)C1=CC=CC=C1 (6-Ethyl-8-[4-(2-phenylthiazol-4-ylmethyl)-[1,4]diazepan-1-yl]-quinoline). The yield is 51.3%. As a reaction SMILES: Cl.Cl.[N:3]1([C:10]2[CH:11]=[C:12]([CH2:20][CH3:21])[CH:13]=[C:14]3[C:19]=2[N:18]=[CH:17][CH:16]=[CH:15]3)[CH2:9][CH2:8][CH2:7][NH:6][CH2:5][CH2:4]1.Cl[CH2:23][C:24]1[N:25]=[C:26]([C:29]2[CH:34]=[CH:33][CH:32]=[CH:31][CH:30]=2)[S:27][CH:28]=1.C([O-])([O-])=O.[Cs+].[Cs+].CCOC(C)=O>CN(C=O)C>[CH2:20]([C:12]1[CH:13]=[C:14]2[C:19](=[C:10]([N:3]3[CH2:9][CH2:8][CH2:7][N:6]([CH2:23][C:24]4[N:25]=[C:26]([C:29]5[CH:30]=[CH:31][CH:32]=[CH:33][CH:34]=5)[S:27][CH:28]=4)[CH2:5][CH2:4]3)[CH:11]=1)[N:18]=[CH:17][CH:16]=[CH:15]2)[CH3:21] |f:0.1.2,4.5.6|. Reported procedure: A mixture of 8-[1,4]-diazepan-1-yl-6-ethylquinoline dihydrochloride (0.32 g, 1 mmol, 1 equiv), 4-chloromethyl-2-phenylthiazole (0.21 g, 1 equiv) and Cs2CO3 (1.63 g, 5 equiv) in 5 mL of DMF was heated at 60° C. for 3 hours and then cooled to room temperature. EtOAc (˜70 mL) was added and the mixture washed with saturated aqueous NaHCO3 (70 mL) and brine (70 mL), dried over magnesium sulfate and concentrated. The residue was purified by silica gel flash column chromatography using 5% to 40% EtOAc ... The reactants are CN(C)C=O, CC(C)NC(C)C, FC(F)=C(F)F, O, Sc1ccccn1. The product is FC(F)C(F)(F)Sc1ccccn1. Reaction SMILES: [CH3:8][N:9]([CH3:10])[CH:11]=[O:12].[CH:13]([NH:14][CH:15]([CH3:16])[CH3:17])([CH3:18])[CH3:19].[F:20][C:21](=[C:22]([F:23])[F:24])[F:25].[OH2:26].[n:1]1[c:2]([SH:7])[cH:3][cH:4][cH:5][cH:6]1>>[n:1]1[c:2]([S:7][C:21]([F:20])([CH:22]([F:23])[F:24])[F:25])[cH:3][cH:4][cH:5][cH:6]1. The reactants are O1C2=C(N(CC1)C(CCCCNC1=CC=C(C=C1)CC(C(=O)O)OCC)=O)C=CC=C2 (3-[4-{5-(3,4-Dihydro-2H-benzo[b][1,4]oxazin-4-yl)-5-oxopentylamino}phenyl]-2-ethoxypropanoic acid), N[C@@H](CCCNC(N)=N)C(=O)O (L-arginine). Run in CO (methanol). Conditions: time 2.5 hour. Product: N[C@@H](CCCNC(N)=N)C(=O)O.O1C2=C(N(CC1)C(CCCCNC1=CC=C(C=C1)CC(C(=O)O)OCC)=O)C=CC=C2 (3-[4-{5-(3,4-Dihydro-2H-benzo[b][1,4]oxazin-4-yl)-5-oxopentylamino}phenyl]-2-ethoxypropanoic acid arginine salt), solid. Isolated yield 100.0%. Reaction SMILES: [O:1]1[CH2:6][CH2:5][N:4]([C:7](=[O:27])[CH2:8][CH2:9][CH2:10][CH2:11][NH:12][C:13]2[CH:18]=[CH:17][C:16]([CH2:19][CH:20]([O:24][CH2:25][CH3:26])[C:21]([OH:23])=[O:22])=[CH:15][CH:14]=2)[C:3]2[CH:28]=[CH:29][CH:30]=[CH:31][C:2]1=2.[NH2:32][C@H:33]([C:41]([OH:43])=[O:42])[CH2:34][CH2:35][CH2:36][NH:37][C:38](=[NH:40])[NH2:39]>CO>[NH2:32][C@H:33]([C:41]([OH:43])=[O:42])[CH2:34][CH2:35][CH2:36][NH:37][C:38](=[NH:39])[NH2:40].[O:1]1[CH2:6][CH2:5][N:4]([C:7](=[O:27])[CH2:8][CH2:9][CH2:10][CH2:11][NH:12][C:13]2[CH:18]=[CH:17][C:16]([CH2:19][CH:20]([O:24][CH2:25][CH3:26])[C:21]([OH:23])=[O:22])=[CH:15][CH:14]=2)[C:3]2[CH:28]=[CH:29][CH:30]=[CH:31][C:2]1=2 |f:3.4|. Reported procedure: 3-[4-{5-(3,4-Dihydro-2H-benzo[b][1,4]oxazin-4-yl)-5-oxopentylamino}phenyl]-2-ethoxypropanoic acid (120 mg, 1 eq, 0.28 mmol) obtained in example 11, and L-arginine (49 mg, 1 eq. 0.28 mmol) were taken in dry methanol (3 ml), and stirred at RT for 2-3 h. The solvent was removed on rotavapour followed by benzene azeotrope. The residue was dried under high vacuum pump to yield the title compound as a free filing solid (yield 100%), mp: 137-139° C.